From a dataset of the Open Reaction Database (ORD), a public repository of structured organic reaction records. describe an organic reaction: reactants, conditions, products, and yield Reactants: Cl, CC(C)(C)OC(=O)N1CCn2c(nnc2-n2cccn2)C1. The product is c1cnn(-c2nnc3n2CCNC3)c1. As a reaction SMILES: [ClH:22].[n:1]1(-[c:6]2[n:7][n:8][c:9]3[n:10]2[CH2:11][CH2:12][N:13]([C:15]([O:16][C:17]([CH3:18])([CH3:19])[CH3:20])=[O:21])[CH2:14]3)[n:2][cH:3][cH:4][cH:5]1>>[n:1]1(-[c:6]2[n:7][n:8][c:9]3[n:10]2[CH2:11][CH2:12][NH:13][CH2:14]3)[n:2][cH:3][cH:4][cH:5]1. Starting materials: BrC1=C2N=C(NC2=NC(=N1)SCC1=C(C(=CC=C1)F)F)NC(OCC)=O (Ethyl 6-bromo-2-[(2,3-difluorobenzyl)thio]-9H-purin-8-ylcarbamate), N[C@@H](CO)CC ((2R)-2-amino-1-butanol). Yields the product NC=1NC2=NC(=NC(=C2N1)N[C@@H](CO)CC)SCC1=C(C(=CC=C1)F)F ((2R)-2-[[8-amino-2-[[(2,3-difluorophenyl)methyl]thio]-9H-purin-6-yl]amino]-1-butanol). Reaction SMILES: Br[C:2]1[N:10]=[C:9]([S:11][CH2:12][C:13]2[CH:18]=[CH:17][CH:16]=[C:15]([F:19])[C:14]=2[F:20])[N:8]=[C:7]2[C:3]=1[N:4]=[C:5]([NH:21]C(=O)OCC)[NH:6]2.[NH2:27][C@H:28]([CH2:31][CH3:32])[CH2:29][OH:30]>>[NH2:21][C:5]1[NH:6][C:7]2[C:3]([N:4]=1)=[C:2]([NH:27][C@H:28]([CH2:31][CH3:32])[CH2:29][OH:30])[N:10]=[C:9]([S:11][CH2:12][C:13]1[CH:18]=[CH:17][CH:16]=[C:15]([F:19])[C:14]=1[F:20])[N:8]=2. Procedure details: The titled compound was prepared from the product of Example 5, step (e) (50 mg) and (2R)-2-amino-1-butanol (66 μl) using the method of example 5, step (f) and purified by preparative HPLC to yield a white solid. Starting materials: FC=1C=CC(=NC1)NC(=O)[C@@H]1CC=NN1C([C@H](CCCCC)CN(OCC1=CC=CC=C1)C=O)=O ((5S)—N-(5-fluoro-2-pyridinyl)-1-[(2R)-2-({formyl[(phenylmethyl)oxy]amino}methyl)heptanoyl]-4,5-dihydro-1H-pyrazole-5-carboxamide). The reagents and catalysts are [OH-].[OH-].[Pd+2] (Pd(OH)2/C). The solvent is CO (methanol). Reaction conditions: time 30 minute. The product is FC=1C=CC(=NC1)NC(=O)[C@@H]1CC=NN1C([C@H](CCCCC)CN(O)C=O)=O ((5S)—N-(5-Fluoro-2-pyridinyl)-1-((2R)-2-{[formyl(hydroxy)amino]methyl}heptanoyl)-4,5-dihydro-1H-pyrazole-5-carboxamide). Yield: 48.1%. As a reaction SMILES: [F:1][C:2]1[CH:3]=[CH:4][C:5]([NH:8][C:9]([C@H:11]2[N:15]([C:16](=[O:35])[C@@H:17]([CH2:23][N:24]([CH:33]=[O:34])[O:25]CC3C=CC=CC=3)[CH2:18][CH2:19][CH2:20][CH2:21][CH3:22])[N:14]=[CH:13][CH2:12]2)=[O:10])=[N:6][CH:7]=1>CO.[OH-].[OH-].[Pd+2]>[F:1][C:2]1[CH:3]=[CH:4][C:5]([NH:8][C:9]([C@H:11]2[N:15]([C:16](=[O:35])[C@@H:17]([CH2:23][N:24]([CH:33]=[O:34])[OH:25])[CH2:18][CH2:19][CH2:20][CH2:21][CH3:22])[N:14]=[CH:13][CH2:12]2)=[O:10])=[N:6][CH:7]=1 |f:2.3.4|. Procedure details: To a solution of (5S)—N-(5-fluoro-2-pyridinyl)-1-[(2R)-2-({formyl[(phenylmethyl)oxy]amino}methyl)heptanoyl]-4,5-dihydro-1H-pyrazole-5-carboxamide (180 mg, 0.37 mmol) in methanol (15 mL) was added Pd(OH)2/C (105 mg, 20%, 44% wt). The mixture was stirred under a H2 atmosphere for 30 min and the catalyst was filtered off. The filtrate was concentrated and the residue was purified by HPLC to provide the titled compound (70 mg, 48%) as a white solid. LCMS: (M+H)+: 394.2.